From a dataset of the Open Reaction Database (ORD), a public repository of structured organic reaction records. describe an organic reaction: reactants, conditions, products, and yield The reactants are CCOC(C)=O, ClC(Cl)Cl, [Na+], CC(=O)NC(C)c1ccc(CO)cc1, O=C([O-])O, O=S(Cl)Cl. Yields the product CC(=O)NC(C)c1ccc(CCl)cc1. As a reaction SMILES: [CH3:28][CH2:29][O:30][C:31](=[O:32])[CH3:33].[CH:24]([Cl:25])([Cl:26])[Cl:27].[Na+:19].[OH:1][CH2:2][c:3]1[cH:4][cH:5][c:6]([CH:9]([CH3:10])[NH:11][C:12]([CH3:13])=[O:14])[cH:7][cH:8]1.[OH:20][C:21](=[O:22])[O-:23].[S:15]([Cl:16])([Cl:17])=[O:18]>>[CH2:2]([c:3]1[cH:4][cH:5][c:6]([CH:9]([CH3:10])[NH:11][C:12]([CH3:13])=[O:14])[cH:7][cH:8]1)[Cl:17]. The product is Cl.BrC1=C(C=NN(C1=O)CC(=O)NCC1=CC=NC=C1)NC1C2CC3CC(CC1C3)(C2)O (2-{5-Bromo-4-[(5-hydroxytricyclo[3.3.1.13,7]dec-2-yl)amino]-6-oxopyridazin-1(6H)-yl}-N-(pyridin-4-ylmethyl)acetamide Hydrochloride). Starting materials: BrC1=C(C=NN(C1=O)CC(=O)NCC1=CC=NC=C1)NC1C2CC3CC(CC1C3)(C2)OCOC (2-[5-Bromo-4-{[5-(methoxymethoxy)tricyclo[3.3.1.13,7]dec-2-yl]amino}-6-oxopyridazin-1(6H)-yl]-N-(pyridin-4-ylmethyl)acetamide), Cl.CO (hydrogen chloride methanol). Procedure details: 2-[5-Bromo-4-{[5-(methoxymethoxy)tricyclo[3.3.1.13,7]dec-2-yl]amino}-6-oxopyridazin-1(6H)-yl]-N-(pyridin-4-ylmethyl)acetamide (30 mg, 0.0563 mmol) in 10 mass % hydrogen chloride-methanol (3 mL) was stirred at room temperature for 1 hour. After completion of the reaction, the reaction solution was evaporated under reduced pressure, and the resulting solid was collected by filtration and dried to give the desired product (51% yield). Isolated yield 51.0%. Reaction SMILES: [Br:1][C:2]1[C:7](=[O:8])[N:6]([CH2:9][C:10]([NH:12][CH2:13][C:14]2[CH:19]=[CH:18][N:17]=[CH:16][CH:15]=2)=[O:11])[N:5]=[CH:4][C:3]=1[NH:20][CH:21]1[CH:28]2[CH2:29][CH:24]3[CH2:25][C:26]([O:31]COC)([CH2:30][CH:22]1[CH2:23]3)[CH2:27]2.[ClH:35].CO>>[ClH:35].[Br:1][C:2]1[C:7](=[O:8])[N:6]([CH2:9][C:10]([NH:12][CH2:13][C:14]2[CH:19]=[CH:18][N:17]=[CH:16][CH:15]=2)=[O:11])[N:5]=[CH:4][C:3]=1[NH:20][CH:21]1[CH:22]2[CH2:23][CH:24]3[CH2:25][C:26]([OH:31])([CH2:27][CH:28]1[CH2:29]3)[CH2:30]2 |f:1.2,3.4|. Starting materials: CCO, COC(=O)c1ccc(OCCCON=Cc2cn(Cc3ccccc3)c3ccccc23)cc1NC(=O)c1ccc(C(C)(C)C)cc1, [Na+], C1CCOC1, [OH-], O. Yields the product CC(C)(C)c1ccc(C(=O)Nc2cc(OCCCON=Cc3cn(Cc4ccccc4)c4ccccc34)ccc2C(=O)O)cc1. Reaction SMILES: [CH2:55]([OH:56])[CH3:57].[CH3:1][O:2][C:3]([c:4]1[c:5]([NH:33][C:34]([c:35]2[cH:36][cH:37][c:38]([C:41]([CH3:42])([CH3:43])[CH3:44])[cH:39][cH:40]2)=[O:45])[cH:6][c:7]([O:10][CH2:11][CH2:12][CH2:13][O:14][N:15]=[CH:16][c:17]2[cH:18][n:19]([CH2:26][c:27]3[cH:28][cH:29][cH:30][cH:31][cH:32]3)[c:20]3[cH:21][cH:22][cH:23][cH:24][c:25]23)[cH:8][cH:9]1)=[O:46].[Na+:48].[O:49]1[CH2:50][CH2:51][CH2:52][CH2:53]1.[OH-:47].[OH2:54]>>[O:2]=[C:3]([c:4]1[c:5]([NH:33][C:34]([c:35]2[cH:36][cH:37][c:38]([C:41]([CH3:42])([CH3:43])[CH3:44])[cH:39][cH:40]2)=[O:45])[cH:6][c:7]([O:10][CH2:11][CH2:12][CH2:13][O:14][N:15]=[CH:16][c:17]2[cH:18][n:19]([CH2:26][c:27]3[cH:28][cH:29][cH:30][cH:31][cH:32]3)[c:20]3[cH:21][cH:22][cH:23][cH:24][c:25]23)[cH:8][cH:9]1)[OH:46]. Starting materials: BrCCCCCCCCCCC(=O)NC1=CC=C(C(=O)OCC)C=C1 (ethyl 4-(11-bromoundecanamido)benzoate), B (borane). Run in O1CCCC1 (tetrahydrofuran), O1CCCC1 (tetrahydrofuran). Yields the product BrCCCCCCCCCCCNC1=CC=C(C(=O)OCC)C=C1 (ethyl 4-(11-bromoundecylamino)benzoate). As a reaction SMILES: [Br:1][CH2:2][CH2:3][CH2:4][CH2:5][CH2:6][CH2:7][CH2:8][CH2:9][CH2:10][CH2:11][C:12]([NH:14][C:15]1[CH:25]=[CH:24][C:18]([C:19]([O:21][CH2:22][CH3:23])=[O:20])=[CH:17][CH:16]=1)=O.B>O1CCCC1>[Br:1][CH2:2][CH2:3][CH2:4][CH2:5][CH2:6][CH2:7][CH2:8][CH2:9][CH2:10][CH2:11][CH2:12][NH:14][C:15]1[CH:16]=[CH:17][C:18]([C:19]([O:21][CH2:22][CH3:23])=[O:20])=[CH:24][CH:25]=1. Reported procedure: A solution of 5 g. of ethyl 4-(11-bromoundecanamido)benzoate in 50 ml. of tetrahydrofuran is slowly added with stirring to 13 ml. of 1 M borane in tetrahydrofuran. The solution is poured into 50 ml. of dilute hydrochloric acid and the resulting mixture is filtered. The solid is crystallized from acetonitrile to yield ethyl 4-(11-bromoundecylamino)benzoate as a white, crystalline solid. Reaction SMILES: CS[C:3]([NH:8][S:9]([CH3:12])(=[O:11])=[O:10])=[CH:4][N+:5]([O-:7])=[O:6].[CH2:13]([O:15][CH2:16][CH2:17][O:18][C:19]1[N:24]=[C:23]([NH:25][NH2:26])[CH:22]=[C:21]([C:27]([F:30])([F:29])[F:28])[CH:20]=1)[CH3:14]>C(O)C>[CH2:13]([O:15][CH2:16][CH2:17][O:18][C:19]1[N:24]=[C:23]([N:25]([C:4]([N+:5]([O-:7])=[O:6])=[CH:3][NH:8][S:9]([CH3:12])(=[O:11])=[O:10])[NH2:26])[CH:22]=[C:21]([C:27]([F:30])([F:28])[F:29])[CH:20]=1)[CH3:14]. Isolated yield 34.2%. The solvent is C(C)O (ethanol). Reported procedure: 1.40 g of N-(1-(methylthio)-2-nitroethenyl)methanesulfonamide (Intermediate No. 57), 1.80 g of 6-(2-ethoxyethoxy)-4-trifluoromethyl-2-pyridylhydrazine and 11 ml of ethanol were stirred for 15 hours under heating and refluxing and then cooled to room temperature, whereupon precipitated crystals were collected by filtration. The crystals obtained by filtration were washed with a small amount of ethanol and then dried to obtain 0.97 g of N-(1-(6-(2-ethoxyethoxy)-4-trifluoromethyl-2-pyridyl)hydrazin... Starting materials: CSC(=C[N+](=O)[O-])NS(=O)(=O)C (N-(1-(methylthio)-2-nitroethenyl)methanesulfonamide), C(C)OCCOC1=CC(=CC(=N1)NN)C(F)(F)F (6-(2-ethoxyethoxy)-4-trifluoromethyl-2-pyridylhydrazine). Product: C(C)OCCOC1=CC(=CC(=N1)N(N)C(=CNS(=O)(=O)C)[N+](=O)[O-])C(F)(F)F (N-(1-(6-(2-ethoxyethoxy)-4-trifluoromethyl-2-pyridyl)hydrazino-2-nitroethenyl)methanesulfonamide). The reactants are CCOC(=O)C(N)=O, C[O-], CO, COc1ccc(CNC(=S)NN)cc1, [Na+]. Yields the product COc1ccc(CNC(=S)NNC(=O)C(N)=O)cc1. RXN SMILES: [C:18]([C:19](=[O:20])[NH2:21])(=[O:22])[O:23][CH2:24][CH3:25].[CH3:1][O-:2].[CH3:26][OH:27].[CH3:4][O:5][c:6]1[cH:7][cH:8][c:9]([CH2:10][NH:11][C:12]([NH:13][NH2:14])=[S:15])[cH:16][cH:17]1.[Na+:3]>>[CH3:4][O:5][c:6]1[cH:7][cH:8][c:9]([CH2:10][NH:11][C:12]([NH:13][NH:14][C:18]([C:19](=[O:20])[NH2:21])=[O:22])=[S:15])[cH:16][cH:17]1. Starting materials: CO, NN, O=C1NC(=O)c2c(CCCCCC3CNCCO3)cccc21. The product is NCCCCCC1CNCCO1. Reaction SMILES: [CH3:25][OH:26].[NH2:1][NH2:2].[O:3]1[CH:4]([CH2:9][CH2:10][CH2:11][CH2:12][CH2:13][c:14]2[cH:15][cH:16][cH:17][c:18]3[c:23]2[C:21](=[O:22])[NH:20][C:19]3=[O:24])[CH2:5][NH:6][CH2:7][CH2:8]1>>[NH2:1][CH2:13][CH2:12][CH2:11][CH2:10][CH2:9][CH:4]1[O:3][CH2:8][CH2:7][NH:6][CH2:5]1. Starting materials: [OH-].[Na+] (sodium hydroxide), solution, [OH-].[Na+] (sodium hydroxide), BrC=1C=C(N)C=C(C1)C (3-bromo-5-methylaniline), ClC1=NC=CC(=N1)C(F)(F)F (2-chloro-4-(trifluoromethyl)pyrimidine), CS(=O)(=O)O (methanesulfonic acid). The solvent is CCCCCCC (heptane), C1(=CC=CC=C1)C (toluene), O (water). Reaction conditions: temperature 105 celsius, time 2 hour. The product is BrC=1C=C(C=C(C1)C)NC1=NC=CC(=N1)C(F)(F)F (N-(3-bromo-5-methylphenyl)-4-(trifluoromethyl)pyrimidin-2-amine). Yield: 85.0%. RXN SMILES: [Br:1][C:2]1[CH:3]=[C:4]([CH:6]=[C:7]([CH3:9])[CH:8]=1)[NH2:5].Cl[C:11]1[N:16]=[C:15]([C:17]([F:20])([F:19])[F:18])[CH:14]=[CH:13][N:12]=1.CS(O)(=O)=O.[OH-].[Na+]>C1(C)C=CC=CC=1.O.CCCCCCC>[Br:1][C:2]1[CH:3]=[C:4]([NH:5][C:11]2[N:16]=[C:15]([C:17]([F:20])([F:19])[F:18])[CH:14]=[CH:13][N:12]=2)[CH:6]=[C:7]([CH3:9])[CH:8]=1 |f:3.4|. Procedure details: To a solution of 3-bromo-5-methylaniline (45.77 g, 246 mmol) in toluene (500 ml) were sequentially added 2-chloro-4-(trifluoromethyl)pyrimidine (53.9 g, 295 mmol) and methanesulfonic acid (28.4 g, 295 mmol). The resulting solution was heated to 105° C. overnight. The resulting mixture was cooled, diluted with water (500 mL) and adjusted to pH 14 via addition of a concentrated aqueous sodium hydroxide solution (26.6 g of a solution containing 320 mmol of sodium hydroxide). The resulting solution ... Starting materials: CO, COC(=O)C1CN(Cc2ccc(-c3cc4cc(Cc5cccnc5)ccc4o3)c(F)c2)C1. Yields the product O=C(O)C1CN(Cc2ccc(-c3cc4cc(Cc5cccnc5)ccc4o3)c(F)c2)C1. Reaction SMILES: [CH3:33][OH:34].[F:1][c:2]1[cH:3][c:4]([CH2:24][N:25]2[CH2:26][CH:27]([C:29](=[O:30])[O:31][CH3:32])[CH2:28]2)[cH:5][cH:6][c:7]1-[c:8]1[o:9][c:10]2[c:11]([cH:12]1)[cH:13][c:14]([CH2:17][c:18]1[cH:19][n:20][cH:21][cH:22][cH:23]1)[cH:15][cH:16]2>>[F:1][c:2]1[cH:3][c:4]([CH2:24][N:25]2[CH2:26][CH:27]([C:29](=[O:30])[OH:31])[CH2:28]2)[cH:5][cH:6][c:7]1-[c:8]1[o:9][c:10]2[c:11]([cH:12]1)[cH:13][c:14]([CH2:17][c:18]1[cH:19][n:20][cH:21][cH:22][cH:23]1)[cH:15][cH:16]2.